This data is from the Open Reaction Database (ORD), a public repository of structured organic reaction records. The task is: describe an organic reaction: reactants, conditions, products, and yield Starting materials: [BH3-]C#N, CC1(C)CCCC(C)(C)N1O, CN1CCNCC1, CO, CC(=O)O, O=c1c2cnn(-c3ccc(CO)cc3)c2nc(-c2ccc(Cl)cc2Cl)n1-c1ccc(Cl)cc1, O=c1n(Cl)c(=O)n(Cl)c(=O)n1Cl, ClCCl, [Na+]. Product: CN1CCN(Cc2ccc(-n3ncc4c(=O)n(-c5ccc(Cl)cc5)c(-c5ccc(Cl)cc5Cl)nc43)cc2)CC1. Reaction SMILES: [C:64]([BH3-:65])#[N:66].[CH3:46][C:47]1([CH3:56])[N:48]([O:49])[C:50]([CH3:51])([CH3:52])[CH2:53][CH2:54][CH2:55]1.[CH3:57][N:58]1[CH2:59][CH2:60][NH:61][CH2:62][CH2:63]1.[CH3:71][OH:72].[CH3:73][C:74](=[O:75])[OH:76].[Cl:1][c:2]1[cH:3][cH:4][c:5](-[n:8]2[c:9](-[c:26]3[c:27]([Cl:33])[cH:28][c:29]([Cl:32])[cH:30][cH:31]3)[n:10][c:11]3[c:12]([c:13]2=[O:14])[cH:15][n:16][n:17]3-[c:18]2[cH:19][cH:20][c:21]([CH2:24][OH:25])[cH:22][cH:23]2)[cH:6][cH:7]1.[Cl:34][n:35]1[c:36](=[O:37])[n:38]([Cl:39])[c:40](=[O:41])[n:42]([Cl:43])[c:44]1=[O:45].[Cl:68][CH2:69][Cl:70].[Na+:67]>>[Cl:1][c:2]1[cH:3][cH:4][c:5](-[n:8]2[c:9](-[c:26]3[c:27]([Cl:33])[cH:28][c:29]([Cl:32])[cH:30][cH:31]3)[n:10][c:11]3[c:12]([c:13]2=[O:14])[cH:15][n:16][n:17]3-[c:18]2[cH:19][cH:20][c:21]([CH2:24][N:61]3[CH2:60][CH2:59][N:58]([CH3:57])[CH2:63][CH2:62]3)[cH:22][cH:23]2)[cH:6][cH:7]1. The reactants are O=C(O)Cc1cccc(Br)c1, [K+], [K+], [K+], CN(C)C=O, O, OCc1cccc(B(O)O)c1, O=P([O-])([O-])[O-]. The product is O=C(O)Cc1cccc(-c2cccc(CO)c2)c1. Reaction SMILES: [Br:12][c:13]1[cH:14][c:15]([CH2:19][C:20](=[O:21])[OH:22])[cH:16][cH:17][cH:18]1.[K+:28].[K+:29].[K+:30].[O:31]=[CH:32][N:33]([CH3:34])[CH3:35].[OH2:36].[OH:1][CH2:2][c:3]1[cH:4][c:5]([B:9]([OH:10])[OH:11])[cH:6][cH:7][cH:8]1.[P:23]([O-:24])([O-:25])([O-:26])=[O:27]>>[OH:1][CH2:2][c:3]1[cH:4][c:5](-[c:13]2[cH:14][c:15]([CH2:19][C:20](=[O:21])[OH:22])[cH:16][cH:17][cH:18]2)[cH:6][cH:7][cH:8]1. Reactants: COC(C1=CC(=C(C=C1)O)O)=O (3,4-Dihydroxy benzoic acid methyl ester), BrCCCCCCCCCCCCCC (1-bromotetradecane), C([O-])([O-])=O.[K+].[K+] (potassium carbonate). Reagents/catalysts: [I-].[K+] (potassium iodide). Solvent: CC(CC)=O (2-butanone). The product is COC(C1=CC(=C(C=C1)OCCCCCCCCCCCCCC)OCCCCCCCCCCCCCC)=O (3,4-Bis(tetradecyloxy)benzoic acid methyl ester). Yield: 98.6%. Reaction SMILES: [CH3:1][O:2][C:3](=[O:12])[C:4]1[CH:9]=[CH:8][C:7]([OH:10])=[C:6]([OH:11])[CH:5]=1.Br[CH2:14][CH2:15][CH2:16][CH2:17][CH2:18][CH2:19][CH2:20][CH2:21][CH2:22][CH2:23][CH2:24][CH2:25][CH2:26][CH3:27].C(=O)([O-])[O-].[K+].[K+]>[I-].[K+].CC(=O)CC>[CH3:1][O:2][C:3](=[O:12])[C:4]1[CH:9]=[CH:8][C:7]([O:10][CH2:14][CH2:15][CH2:16][CH2:17][CH2:18][CH2:19][CH2:20][CH2:21][CH2:22][CH2:23][CH2:24][CH2:25][CH2:26][CH3:27])=[C:6]([O:11][CH2:27][CH2:26][CH2:25][CH2:24][CH2:23][CH2:22][CH2:21][CH2:20][CH2:19][CH2:18][CH2:17][CH2:16][CH2:15][CH3:14])[CH:5]=1 |f:2.3.4,5.6|. Procedure: A mixture of 15.0 g of product from Example 102, 53.2 g of 1-bromotetradecane, 37 g of potassium carbonate, 1.04 g of potassium iodide and 350 ml of 2-butanone is heated at reflux for 28.5 hours. The reaction is cooled to room temperature, filtered and the filtrate concentrated in vacuo. The residue is recrystallized from methylene chloride/hexane to give 49.33 g of the desired product. Starting materials: C(#N)CC1=C(C2=C(OCO2)C=C1)CC#N ((5-Cyanomethyl-1,3-benzodioxol-4-yl)acetonitrile), N (ammonia). The reagents and catalysts are [Ni] (Raney-Nickel). The solvent is C(C)O (ethanol). The product is O1COC=2C=CC3=C(CCNCC3)C21 (7,8,9,10-Tetrahydro-6H-[1,3]dioxolo[4,5-g][3]benzazepine). As a reaction SMILES: [C:1]([CH2:3][C:4]1[CH:12]=[CH:11][C:7]2[O:8][CH2:9][O:10][C:6]=2[C:5]=1[CH2:13][C:14]#[N:15])#N.N>C(O)C.[Ni]>[O:10]1[C:6]2[C:5]3[CH2:13][CH2:14][NH:15][CH2:1][CH2:3][C:4]=3[CH:12]=[CH:11][C:7]=2[O:8][CH2:9]1. Procedure details: (5-Cyanomethyl-1,3-benzodioxol-4-yl)acetonitrile (6.00 g, 30.0 mmoles) from Example 58C was reductively cyclized with Raney-Nickel (1.21 g) under a hydrogen atmosphere and high pressure (1100 p.s.i.) in a 10% ammonia in ethanol solution (121 mL) at 100° C. for one hour. The mixture was cooled, and the catalyst filtered off and washed with hot ethanol. The mixture was concentrated under reduced pressure, and the residue purified by normal phase HPLC on a Biotage pre-packed silica gel column eluti... The reactants are CNC(C1=NC=CC=C1[N+](=O)[O-])=O (N-methyl-3-nitropicolinamide), [H][H] (hydrogen), [H][H] (Hydrogen). The reagents and catalysts are [Pd] (Pd/C). Run in CO (methanol). Run at time 8 hour. The product is NC=1C(=NC=CC1)C(=O)NC (3-Amino-N-methylpicolinamide). As a reaction SMILES: [CH3:1][NH:2][C:3](=[O:13])[C:4]1[C:9]([N+:10]([O-])=O)=[CH:8][CH:7]=[CH:6][N:5]=1.[H][H]>CO.[Pd]>[NH2:10][C:9]1[C:4]([C:3]([NH:2][CH3:1])=[O:13])=[N:5][CH:6]=[CH:7][CH:8]=1. Procedure details: To N-methyl-3-nitropicolinamide (3.0 g, 16.6 mmol) in methanol (150 mL) was added Pd/C (10% Pd in carbon, 0.45 g, 15 wt %) under argon. Hydrogen balloon was used as the hydrogen source. The reaction was stirred at room temperature overnight. The mixture was filtered through celite and the celite pad was washed several times. The solvent was removed to obtain the desired product (quantitative yield). The reactants are ClC1=C(C=CC=C1)[N+](=O)[O-] (2-chloronitrobenzene), ClS(=O)(=O)O (chlorosulfonic acid). Reagents/catalysts: S(N)(O)(=O)=O (sulfamic acid). Solvent: O (water). Run at temperature 100 celsius, time 6 hour. Yields the product [N+](=O)([O-])C1=C(C=CC(=C1)S(=O)(=O)Cl)Cl (2-nitrochlorobenzene-4-sulfonyl chloride). The yield is 90.9%. As a reaction SMILES: [Cl:1][C:2]1[CH:7]=[CH:6][CH:5]=[CH:4][C:3]=1[N+:8]([O-:10])=[O:9].[Cl:11][S:12](O)(=[O:14])=[O:13]>S(=O)(=O)(O)N.O>[N+:8]([C:3]1[CH:4]=[C:5]([S:12]([Cl:11])(=[O:14])=[O:13])[CH:6]=[CH:7][C:2]=1[Cl:1])([O-:10])=[O:9]. Procedure details: 157.6 g (1.0 mol) of 2-chloronitrobenzene are added to 699 g (6.0 mol) of chlorosulfonic acid and 2 g of sulfamic acid such that the temperature does not exceed 40° C. After addition is complete, the mixture is heated to 100° C. and stirred at this temperature for 6 hours. The reaction mixture is dripped into water at 15° C., and the precipitated crystals are filtered off with suction and washed with water. 236.2 g of 2-nitrochlorobenzene-4-sulfonyl chloride having a water content of 1.5%, corre... Starting materials: BrC=1C=C2C(=CN(C(C2=CC1)=O)CC(CO[Si](C)(C)C(C)(C)C)(C)C)S(=O)(=O)N1CCN(CCC1)C(=O)OC(C)(C)C (tert-butyl 4-{[6-bromo-2-(3-{[tert-butyl(dimethyl)silyl]oxy}-2,2-dimethylpropyl)-1-oxo-1,2-dihydroisoquinolin-4-yl]sulfonyl}-1,4-diazepane-1-carboxylate), C1(CC1)NC(C1=CC(=C(C(=C1)B1OC(C(O1)(C)C)(C)C)C)F)=O (N-cyclopropyl-3-fluoro-4-methyl-5-(4,4,5,5-tetramethyl-1,3,2-dioxaborolan-2-yl)benzamide), Pd-118, C([O-])([O-])=O.[K+].[K+] (potassium carbonate). Solvent: CN(C)C=O (DMF). Conditions: temperature 70 celsius, time 1 hour. Yields the product [Si](C)(C)(C(C)(C)C)OCC(CN1C(C2=CC=C(C=C2C(=C1)S(=O)(=O)N1CCN(CCC1)C(=O)OC(C)(C)C)C1=C(C(=CC(=C1)C(NC1CC1)=O)F)C)=O)(C)C (tert-Butyl 4-({2-(3-{[tert-butyl(dimethyl)silyl]oxy}-2,2-dimethylpropyl)-6-[5-(cyclopropylcarbamoyl)-3-fluoro-2-methylphenyl]-1-oxo-1,2-dihydroisoquinolin-4-yl}sulfonyl)-1,4-diazepane-1-carboxylate). Isolated yield 57.0%. As a reaction SMILES: Br[C:2]1[CH:3]=[C:4]2[C:9](=[CH:10][CH:11]=1)[C:8](=[O:12])[N:7]([CH2:13][C:14]([CH3:25])([CH3:24])[CH2:15][O:16][Si:17]([C:20]([CH3:23])([CH3:22])[CH3:21])([CH3:19])[CH3:18])[CH:6]=[C:5]2[S:26]([N:29]1[CH2:35][CH2:34][CH2:33][N:32]([C:36]([O:38][C:39]([CH3:42])([CH3:41])[CH3:40])=[O:37])[CH2:31][CH2:30]1)(=[O:28])=[O:27].[CH:43]1([NH:46][C:47](=[O:65])[C:48]2[CH:53]=[C:52](B3OC(C)(C)C(C)(C)O3)[C:51]([CH3:63])=[C:50]([F:64])[CH:49]=2)[CH2:45][CH2:44]1.C(=O)([O-])[O-].[K+].[K+]>CN(C=O)C>[Si:17]([O:16][CH2:15][C:14]([CH3:24])([CH3:25])[CH2:13][N:7]1[CH:6]=[C:5]([S:26]([N:29]2[CH2:35][CH2:34][CH2:33][N:32]([C:36]([O:38][C:39]([CH3:42])([CH3:41])[CH3:40])=[O:37])[CH2:31][CH2:30]2)(=[O:28])=[O:27])[C:4]2[C:9](=[CH:10][CH:11]=[C:2]([C:52]3[CH:53]=[C:48]([C:47](=[O:65])[NH:46][CH:43]4[CH2:44][CH2:45]4)[CH:49]=[C:50]([F:64])[C:51]=3[CH3:63])[CH:3]=2)[C:8]1=[O:12])([C:20]([CH3:21])([CH3:23])[CH3:22])([CH3:19])[CH3:18] |f:2.3.4|. Procedure details: A solution of tert-butyl 4-{[6-bromo-2-(3-{[tert-butyl(dimethyl)silyl]oxy}-2,2-dimethylpropyl)-1-oxo-1,2-dihydroisoquinolin-4-yl]sulfonyl}-1,4-diazepane-1-carboxylate (Example 46c, 83 mg) in DMF (2 mL) was treated with N-cyclopropyl-3-fluoro-4-methyl-5-(4,4,5,5-tetramethyl-1,3,2-dioxaborolan-2-yl)benzamide (39 mg), Pd-118 (2.4 mg) and potassium carbonate (33 mg) under nitrogen. The resulting mixture was stirred at 70° C. for 1 h. The cooled reaction mixture was partitioned between ethyl acetate ...